Dataset: the Open Reaction Database (ORD), a public repository of structured organic reaction records. Task: describe an organic reaction: reactants, conditions, products, and yield Starting materials: CC(=O)O, Cl, COC(=O)c1cn2c3c(c(F)c(F)cc3c1=O)CC(C)N2C, O. Yields the product CC1Cc2c(F)c(F)cc3c(=O)c(C(=O)O)cn(c23)N1C. As a reaction SMILES: [CH3:24][C:25](=[O:26])[OH:27].[ClH:23].[F:1][c:2]1[c:3]2[c:8]3[n:7]([cH:15][c:14]([C:16](=[O:17])[O:18][CH3:19])[c:13](=[O:20])[c:9]3[cH:10][c:11]1[F:12])[N:6]([CH3:21])[CH:5]([CH3:22])[CH2:4]2.[OH2:28]>>[F:1][c:2]1[c:3]2[c:8]3[n:7]([cH:15][c:14]([C:16](=[O:17])[OH:18])[c:13](=[O:20])[c:9]3[cH:10][c:11]1[F:12])[N:6]([CH3:21])[CH:5]([CH3:22])[CH2:4]2. Reactants: O1C(CC2=C1C=CC=C2)C(=O)O (2,3-Dihydrobenzofuran carboxylic acid), B (borane), CO (methanol), B.O1CCCC1 (borane tetrahydrofuran). Solvent: O1CCCC1 (tetrahydrofuran), O1CCCC1 (tetrahydrofuran). Run at time 2 hour. Yields the product O1CCC2=C1C(=CC=C2)CO (2,3-dihydro-1-benzofuran-7-ylmethanol). As a reaction SMILES: [O:1]1[C:5]2[CH:6]=[CH:7][CH:8]=[CH:9][C:4]=2[CH2:3][CH:2]1C(O)=O.B.B.[O:15]1CCC[CH2:16]1.CO>O1CCCC1>[O:1]1[C:5]2[C:6]([CH2:16][OH:15])=[CH:7][CH:8]=[CH:9][C:4]=2[CH2:3][CH2:2]1 |f:2.3|. Procedure details: 2,3-Dihydrobenzofuran carboxylic acid (5.047 g) in tetrahydrofuran at −10° C. was treated dropwise with a solution of 1.0 M borane.tetrahydrofuran (20 mL). The temperature was allowed to warm to room temperature overnight, treated with additional 1.0 M borane-tetrahydrofuran (10 mL), and stirred at room temperature for 2 hours. The mixture was cooled to 5° C., slowly treated with methanol (20 mL), and concentrated under reduced pressure. The residue was dissolved in ethyl acetate, washed with sa... Reactants: COC(=O)C=CCOc1ccc(CC(C)=O)cc1, CCO, [H][H]. Product: COC(=O)CCCOc1ccc(CC(C)=O)cc1. As a reaction SMILES: [C:1](=[O:2])([O:3][CH3:4])[CH:5]=[CH:6][CH2:7][O:8][c:9]1[cH:10][cH:11][c:12]([CH2:15][C:16]([CH3:17])=[O:18])[cH:13][cH:14]1.[CH3:21][CH2:22][OH:23].[H:19][H:20]>>[C:1](=[O:2])([O:3][CH3:4])[CH2:5][CH2:6][CH2:7][O:8][c:9]1[cH:10][cH:11][c:12]([CH2:15][C:16]([CH3:17])=[O:18])[cH:13][cH:14]1. Reactants: FC(CO)(F)F (1,1,1-trifluoro-2-ethanol), CC(C)([O-])C.[K+] (potassium tert-butoxide), FC=1C=CC=2S(C3=CC=CC=C3OC2C1)(=O)=O (3-Fluorophenoxathiin 10,10-dioxide). Solvent: C(C)#N (acetonitrile). Product: FC(COC=1C=CC=2S(C3=CC=CC=C3OC2C1)(=O)=O)(F)F (3-(2,2,2-trifluoroethoxy)phenoxathiin 10,10-dioxide). The yield is 77510.2%. RXN SMILES: F[C:2]1[CH:3]=[CH:4][C:5]2[S:6](=[O:17])(=[O:16])[C:7]3[C:12]([O:13][C:14]=2[CH:15]=1)=[CH:11][CH:10]=[CH:9][CH:8]=3.[F:18][C:19]([F:23])([F:22])[CH2:20][OH:21].CC(C)([O-])C.[K+]>C(#N)C>[F:18][C:19]([F:23])([F:22])[CH2:20][O:21][C:2]1[CH:3]=[CH:4][C:5]2[S:6](=[O:17])(=[O:16])[C:7]3[C:12]([O:13][C:14]=2[CH:15]=1)=[CH:11][CH:10]=[CH:9][CH:8]=3 |f:2.3|. Procedure details: 3-Fluorophenoxathiin 10,10-dioxide (Example 47) (6.27 g, 0.025 mmol) was added to a stirred solution prepared from 1,1,1-trifluoro-2-ethanol (Aldrich) (2.64 g, 0.0264 mole), potassium tert-butoxide (Janssen) (2.96 g, 0.0264 mole) and dry acetonitrile (170 mL). The mixture was heated at reflux under nitrogen for 1 hour. The reaction was cooled, and the volatiles were removed by spin evaporation in vacuo. The residue was partitioned between dichloromethane (200 mL) and water (100 mL). The layers w... The reactants are C1CCOC1, CC1(CS(=O)(=O)Cl)NC(=O)NC1=O, c1cc2c(cc1-c1cnc(C3CC3)nc1)CCNC2, CCN(C(C)C)C(C)C. The product is CC1(CS(=O)(=O)N2CCc3cc(-c4cnc(C5CC5)nc4)ccc3C2)NC(=O)NC1=O. RXN SMILES: [CH2:42]1[O:43][CH2:44][CH2:45][CH2:46]1.[CH3:1][C:2]1([CH2:9][S:10](=[O:11])(=[O:12])[Cl:13])[NH:3][C:4](=[O:8])[NH:5][C:6]1=[O:7].[CH:14]1([c:17]2[n:18][cH:19][c:20](-[c:23]3[cH:24][c:25]4[c:30]([cH:31][cH:32]3)[CH2:29][NH:28][CH2:27][CH2:26]4)[cH:21][n:22]2)[CH2:15][CH2:16]1.[CH:33]([N:34]([CH2:35][CH3:36])[CH:37]([CH3:38])[CH3:39])([CH3:40])[CH3:41]>>[CH3:1][C:2]1([CH2:9][S:10](=[O:11])(=[O:12])[N:28]2[CH2:27][CH2:26][c:25]3[cH:24][c:23](-[c:20]4[cH:19][n:18][c:17]([CH:14]5[CH2:15][CH2:16]5)[n:22][cH:21]4)[cH:32][cH:31][c:30]3[CH2:29]2)[NH:3][C:4](=[O:8])[NH:5][C:6]1=[O:7]. The reactants are [O-]C#N.[K+] (Potassium cyanate), C1COCCOCCOCCOCCOCCO1 (18-crown-6), ClC1=C(CN2C(=NC3=C2C=C(C=C3)CCl)C)C=CC=C1 (1-(2-chlorobenzyl)-6-chloromethyl-2-methylbenzimidazole). Solvent: CS(=O)C (dimethylsulfoxide). Run at time 18 hour. Product: ClC1=C(CN2C(=NC3=C2C=C(C=C3)CC#N)C)C=CC=C1 (1-(2-chlorobenzyl)-2-methylbenzimidazole-6-acetonitrile). Yield: 43.0%. RXN SMILES: [O-][C:2]#[N:3].[K+].C1OCCOCCOCCOCCOCCOC1.[Cl:23][C:24]1[CH:42]=[CH:41][CH:40]=[CH:39][C:25]=1[CH2:26][N:27]1[C:31]2[CH:32]=[C:33]([CH2:36]Cl)[CH:34]=[CH:35][C:30]=2[N:29]=[C:28]1[CH3:38]>CS(C)=O>[Cl:23][C:24]1[CH:42]=[CH:41][CH:40]=[CH:39][C:25]=1[CH2:26][N:27]1[C:31]2[CH:32]=[C:33]([CH2:36][C:2]#[N:3])[CH:34]=[CH:35][C:30]=2[N:29]=[C:28]1[CH3:38] |f:0.1|. Procedure details: Potassium cyanate (0.450 g) and 0.450 g of 18-crown-6 were added to a solution of 1.20 g of 1-(2-chlorobenzyl)-6-chloromethyl-2-methylbenzimidazole in 10 ml of dimethylsulfoxide, and the mixture was stirred at room temperature for 18 hours. The reaction mixture was extracted with the addition of chloroform, water and a small amount of aqueous ammonia. The organic layer was concentrated, and the residue was purified through silica-gel column chromatography (eluent: a mixture of chloroform and met...